Task: describe an organic reaction: reactants, conditions, products, and yield. Dataset: the Open Reaction Database (ORD), a public repository of structured organic reaction records The yield is 75.0%. As a reaction SMILES: [Cl:1][C:2]1[CH:7]=[CH:6][C:5]([C:8]2[C:12]([C:13]3[N:14]=[CH:15][NH:16][CH:17]=3)=[C:11]([C:18]([F:21])([F:20])[F:19])[O:10][N:9]=2)=[CH:4][CH:3]=1.Cl[C:23]1[CH:32]=[CH:31][C:26]([C:27]([O:29][CH3:30])=[O:28])=[CH:25][N:24]=1>>[CH3:30][O:29][C:27](=[O:28])[C:26]1[CH:31]=[CH:32][C:23]([N:16]2[CH:17]=[C:13]([C:12]3[C:8]([C:5]4[CH:6]=[CH:7][C:2]([Cl:1])=[CH:3][CH:4]=4)=[N:9][O:10][C:11]=3[C:18]([F:21])([F:19])[F:20])[N:14]=[CH:15]2)=[N:24][CH:25]=1. Starting materials: ClC1=CC=C(C=C1)C1=NOC(=C1C=1N=CNC1)C(F)(F)F (3-(4-chloro-phenyl)-4-(1H-imidazol-4-yl)-5-trifluoromethyl-isoxazole), ClC1=NC=C(C(=O)OC)C=C1 (methyl 6-chloronicotinate). Product: COC(C1=CN=C(C=C1)N1C=NC(=C1)C=1C(=NOC1C(F)(F)F)C1=CC=C(C=C1)Cl)=O (6-{4-[3-(4-Chloro-phenyl)-5-trifluoromethyl-isoxazol-4-yl]-imidazol-1-yl}-nicotinic acid methyl ester). Procedure: As described for Example 4, 3-(4-chloro-phenyl)-4-(1H-imidazol-4-yl)-5-trifluoromethyl-isoxazole (700 mg, 2.2 mmol) instead of 4-(1H-imidazol-4-yl)-3-phenyl-5-trifluoromethyl-isoxazole was converted, using methyl 6-chloronicotinate instead of 4-fluorobenzotrifluoride, to the title compound (750 mg, 75%) which was obtained as a white solid. MS: m/e=449.0 [M+H]+. Reaction SMILES: [C:1]([O:6][C:7]1[CH:15]=[CH:14][CH:13]=[CH:12][C:8]=1[C:9]([OH:11])=[O:10])(=[O:5])[C:2]([CH3:4])=[CH2:3].[OH-].[Na+:17].Cl>O.S(OOS([O-])(=O)=O)([O-])(=O)=O.[K+].[K+].S(=O)(O)[O-].[Na+]>[C:1]([O:6][C:7]1[CH:15]=[CH:14][CH:13]=[CH:12][C:8]=1[C:9]([O-:11])=[O:10])(=[O:5])[C:2]([CH3:4])=[CH2:3].[Na+:17].[CH3:4][C:2]([C:1]([O:6][C:7]1[C:8]([C:9]([OH:11])=[O:10])=[CH:12][CH:13]=[CH:14][CH:15]=1)=[O:5])=[CH2:3] |f:1.2,5.6.7,8.9,10.11|. Reported procedure: Sodium methacryloyloxybenzoate is prepared by dissolving 10 grams of methacryloyloxybenzoic acid in 150 ml of the aqueous solution containing 1.94 grams of sodium hydroxide. Twelve milliliters of 2 N NaOH solution is added in order to obtain a clear solution. To this solution maintained at 0°-5° C. and under nitrogen is added 0.15 grams of potassium persulfate in 7 ml of water, followed after one minute by 0.075 grams of sodium bisulfite in 5 ml of water. After the mixture is maintained at that ... The solvent is aqueous solution, O (water), O (water). The reagents and catalysts are S(=O)(=O)([O-])OOS(=O)(=O)[O-].[K+].[K+] (potassium persulfate), S([O-])(O)=O.[Na+] (sodium bisulfite). Starting materials: C(C(=C)C)(=O)OC1=C(C(=O)O)C=CC=C1 (methacryloyloxybenzoic acid), [OH-].[Na+] (NaOH), Cl (hydrochloric acid), [OH-].[Na+] (sodium hydroxide). Yields the product C(C(=C)C)(=O)OC1=C(C(=O)[O-])C=CC=C1.[Na+] (Sodium methacryloyloxybenzoate), CC(=C)C(=O)OC1=CC=CC=C1C(=O)O (polymethacryloyloxybenzoic acid). Yield: 114.0%. Run at time 16 hour. The reactants are CCNCC, C#CC(C)(C)Oc1ccc(C#N)cc1, CCOC(C)=O, Cl[Pd]Cl, [Cu]I, Ic1ccccn1, O, c1ccc(P(c2ccccc2)c2ccccc2)cc1. Product: CC(C)(C#Cc1ccccn1)Oc1ccc(C#N)cc1. RXN SMILES: [CH2:42]([NH:43][CH2:44][CH3:45])[CH3:46].[CH3:20][C:21]([C:22]#[CH:23])([O:24][c:25]1[cH:26][cH:27][c:28]([C:29]#[N:30])[cH:31][cH:32]1)[CH3:33].[CH3:52][CH2:53][O:54][C:55](=[O:56])[CH3:57].[Cl:49][Pd:50][Cl:51].[Cu:47][I:48].[I:34][c:35]1[n:36][cH:37][cH:38][cH:39][cH:40]1.[OH2:41].[c:1]1([P:2]([c:3]2[cH:4][cH:5][cH:6][cH:7][cH:8]2)[c:9]2[cH:10][cH:11][cH:12][cH:13][cH:14]2)[cH:15][cH:16][cH:17][cH:18][cH:19]1>>[CH3:20][C:21]([C:22]#[C:23][c:35]1[n:36][cH:37][cH:38][cH:39][cH:40]1)([O:24][c:25]1[cH:26][cH:27][c:28]([C:29]#[N:30])[cH:31][cH:32]1)[CH3:33]. Starting materials: C(CCC)OC([C@@H](NC(=O)C1(CCCC1)NC(=O)C1(CCCC1)S)CC1=CC=C(C=C1)O)=O (N-[[1-[[(1-mercapto-1-cyclopentyl)carbonyl]amino]-1-cyclopentyl]carbonyl]-L-tyrosine butyl ester), [OH-].[Na+] (sodium hydroxide). Procedure: To a stirred solution of N-[[1-[[(1-mercapto-1-cyclopentyl)carbonyl]amino]-1-cyclopentyl]carbonyl]-L-tyrosine butyl ester (0.47 g, 0.99 mmol) in degassed methanol is added 1N sodium hydroxide (3.00 mL, 3.00 mmol). The mixture is stirred for 17 hours. The solvent is removed in vacuo and water (30 mL) is added to the residue. The aqueous phase is washed with ethyl acetate (10 mL) and then acidified to pH 1 with 1N hydrochloric acid. The aqueous phase is extracted with ethyl acetate (3×50 mL), wash... Product: SC1(CCCC1)C(=O)NC1(CCCC1)C(=O)N[C@@H](CC1=CC=C(C=C1)O)C(=O)O (N-[[1-[[(1-mercapto-1-cyclopentyl)carbonyl]amino]-1-cyclopentyl]carbonyl]-L-tyrosine). Reaction SMILES: C([O:5][C:6](=[O:33])[C@H:7]([CH2:25][C:26]1[CH:31]=[CH:30][C:29]([OH:32])=[CH:28][CH:27]=1)[NH:8][C:9]([C:11]1([NH:16][C:17]([C:19]2([SH:24])[CH2:23][CH2:22][CH2:21][CH2:20]2)=[O:18])[CH2:15][CH2:14][CH2:13][CH2:12]1)=[O:10])CCC.[OH-].[Na+]>CO>[SH:24][C:19]1([C:17]([NH:16][C:11]2([C:9]([NH:8][C@H:7]([C:6]([OH:33])=[O:5])[CH2:25][C:26]3[CH:31]=[CH:30][C:29]([OH:32])=[CH:28][CH:27]=3)=[O:10])[CH2:15][CH2:14][CH2:13][CH2:12]2)=[O:18])[CH2:20][CH2:21][CH2:22][CH2:23]1 |f:1.2|. Run at time 17 hour. Run in CO (methanol). Starting materials: C(#N)C=1C(=NN(C1N=COCC)C)C=1OC(=CC1)[N+](=O)[O-] (4-cyano-5-ethoxymethyleneamino-1-methyl-3-(5-nitro-2-furyl)-pyrazole), solution, CN (methylamine). Run in C(C)O (ethanol). Product: CNC1=C2C(=NC=N1)N(N=C2C=2OC(=CC2)[N+](=O)[O-])C (4-methylamino-1-methyl-3-(5-nitro-2-furyl)-1H-pyrazolo [3,4-d]pyrimidine). RXN SMILES: [C:1]([C:3]1[C:4]([C:14]2[O:15][C:16]([N+:19]([O-:21])=[O:20])=[CH:17][CH:18]=2)=[N:5][N:6]([CH3:13])[C:7]=1[N:8]=[CH:9]OCC)#[N:2].[CH3:22][NH2:23]>C(O)C>[CH3:22][NH:23][C:1]1[N:2]=[CH:9][N:8]=[C:7]2[N:6]([CH3:13])[N:5]=[C:4]([C:14]3[O:15][C:16]([N+:19]([O-:21])=[O:20])=[CH:17][CH:18]=3)[C:3]=12. Procedure: A mixture of 10.0 grams of 4-cyano-5-ethoxymethyleneamino-1-methyl-3-(5-nitro-2-furyl)-pyrazole, and 100 millilitres of a 33% solution of methylamine in ethanol was heated at reflux for 30 minutes and cooled. The crystalline solid precipitated was collected, washed with ether and dried. Recrystallisation from dimethylformamide gave 4-methylamino-1-methyl-3-(5-nitro-2-furyl)-1H-pyrazolo [3,4-d]pyrimidine, having melting point 280° C. Starting materials: [Cu](C#N)C#N (copper cyanide), BrC=1C=C2C(=CNC2=CC1)SC1CCN(CC1)C (5-bromo-3-[(1-methylpiperidin-4-yl)thio]-1H-indole). Run in CN1C(CCC1)=O (1-methylpyrrolidin-2-one). Product: CN1CCC(CC1)SC1=CNC2=CC=C(C=C12)C#N (3-[(1-methylpiperidin-4-yl)thio]-1H-indole-5-carbonitrile). Isolated yield 5.1%. RXN SMILES: [Cu]([C:4]#[N:5])C#N.Br[C:7]1[CH:8]=[C:9]2[C:13](=[CH:14][CH:15]=1)[NH:12][CH:11]=[C:10]2[S:16][CH:17]1[CH2:22][CH2:21][N:20]([CH3:23])[CH2:19][CH2:18]1>CN1CCCC1=O>[CH3:23][N:20]1[CH2:19][CH2:18][CH:17]([S:16][C:10]2[C:9]3[C:13](=[CH:14][CH:15]=[C:7]([C:4]#[N:5])[CH:8]=3)[NH:12][CH:11]=2)[CH2:22][CH2:21]1. Procedure: A suspension of copper cyanide (17.7 g) and 5-bromo-3-[(1-methylpiperidin-4-yl)thio]-1H-indole (35.5 g, prepared in Example 44) in 1-methylpyrrolidin-2-one (45 ml) is refluxed for 24 hours. After dilution with water, the brown precipitate is separated off and then taken up with a mixture of water (110 ml) and ethylenediamine (170 ml). The blue solution is extracted with ethyl acetate. The organic phase is dried over sodium sulfate and concentrated. The residual oil is chromatographed on silica g...